From a dataset of the Open Reaction Database (ORD), a public repository of structured organic reaction records. describe an organic reaction: reactants, conditions, products, and yield Reactants: O=C([O-])O, O=C(Cl)c1ccccc1, ClCCl, NC1CCCCC2CCC(C(=O)O)N2C1=O, [Na+], O. Product: O=C(NC1CCCCC2CCC(C(=O)O)N2C1=O)c1ccccc1. RXN SMILES: [C:17](=[O:18])([OH:19])[O-:20].[C:22]([c:23]1[cH:24][cH:25][cH:26][cH:27][cH:28]1)(=[O:29])[Cl:30].[Cl:32][CH2:33][Cl:34].[NH2:1][CH:2]1[CH2:3][CH2:4][CH2:5][CH2:6][CH:7]2[N:8]([C:9]1=[O:10])[CH:11]([C:14](=[O:15])[OH:16])[CH2:12][CH2:13]2.[Na+:21].[OH2:31]>>[NH:1]([CH:2]1[CH2:3][CH2:4][CH2:5][CH2:6][CH:7]2[N:8]([C:9]1=[O:10])[CH:11]([C:14](=[O:15])[OH:16])[CH2:12][CH2:13]2)[C:22]([c:23]1[cH:24][cH:25][cH:26][cH:27][cH:28]1)=[O:29].